Dataset: the Open Reaction Database (ORD), a public repository of structured organic reaction records. Task: describe an organic reaction: reactants, conditions, products, and yield The reactants are O=C([O-])O, COCCOC, O=C1CCC(=O)N1Cl, C=C(c1cc(Cl)cc(C(F)(F)F)c1)C(F)(F)F, [K+], O, CON=CNC(=O)c1ccc(C=NO)cc1C. Yields the product CON=CNC(=O)c1ccc(C2=NOC(c3cc(Cl)cc(C(F)(F)F)c3)(C(F)(F)F)C2)cc1C. As a reaction SMILES: [C:43](=[O:44])([O-:45])[OH:46].[CH3:48][O:49][CH2:50][CH2:51][O:52][CH3:53].[Cl:18][N:19]1[C:20](=[O:21])[CH2:22][CH2:23][C:24]1=[O:25].[Cl:26][c:27]1[cH:28][c:29]([C:37](=[CH2:38])[C:39]([F:40])([F:41])[F:42])[cH:30][c:31]([C:33]([F:34])([F:35])[F:36])[cH:32]1.[K+:47].[OH2:54].[OH:1][N:2]=[CH:3][c:4]1[cH:5][c:6]([CH3:17])[c:7]([C:8](=[O:9])[NH:10][CH:11]=[N:12][O:13][CH3:14])[cH:15][cH:16]1>>[O:1]1[N:2]=[C:3]([c:4]2[cH:5][c:6]([CH3:17])[c:7]([C:8](=[O:9])[NH:10][CH:11]=[N:12][O:13][CH3:14])[cH:15][cH:16]2)[CH2:38][C:37]1([c:29]1[cH:28][c:27]([Cl:26])[cH:32][c:31]([C:33]([F:34])([F:35])[F:36])[cH:30]1)[C:39]([F:40])([F:41])[F:42]. Starting materials: N1(N=NC=C1)CCNC1=NC=C(C(=N1)[C@H](CC1=CC(=CC(=C1)F)F)NC(OC(C)(C)C)=O)C1=CC(=C(C=C1)F)C(N)=O ((S)-tert-butyl (1-(2-((2-(1H-1,2,3-triazol-1-yl)ethyl)amino)-5-(3-carbamoyl-4-fluorophenyl)pyrimidin-4-yl)-2-(3,5-difluorophenyl)ethyl)carbamate), Cl (HCl). Run in O1CCOCC1 (dioxane). Conditions: time 8 hour. Yields the product Cl.N1(N=NC=C1)CCNC1=NC=C(C(=N1)[C@H](CC1=CC(=CC(=C1)F)F)N)C=1C=CC(=C(C(=O)N)C1)F ((S)-5-(2-((2-(1H-1,2,3-triazol-1-yl)ethyl)amino)-4-(1-amino-2-(3,5-difluorophenyl)ethyl)pyrimidin-5-yl)-2-fluorobenzamide hydrochloride). Reaction SMILES: [N:1]1([CH2:6][CH2:7][NH:8][C:9]2[N:14]=[C:13]([C@@H:15]([NH:25]C(=O)OC(C)(C)C)[CH2:16][C:17]3[CH:22]=[C:21]([F:23])[CH:20]=[C:19]([F:24])[CH:18]=3)[C:12]([C:33]3[CH:38]=[CH:37][C:36]([F:39])=[C:35]([C:40](=[O:42])[NH2:41])[CH:34]=3)=[CH:11][N:10]=2)[CH:5]=[CH:4][N:3]=[N:2]1.[ClH:43]>O1CCOCC1>[ClH:43].[N:1]1([CH2:6][CH2:7][NH:8][C:9]2[N:14]=[C:13]([C@@H:15]([NH2:25])[CH2:16][C:17]3[CH:22]=[C:21]([F:23])[CH:20]=[C:19]([F:24])[CH:18]=3)[C:12]([C:33]3[CH:38]=[CH:37][C:36]([F:39])=[C:35]([CH:34]=3)[C:40]([NH2:41])=[O:42])=[CH:11][N:10]=2)[CH:5]=[CH:4][N:3]=[N:2]1 |f:3.4|. Procedure: Compound 23D was dissolved in 2 mL of 4N HCl in dioxane and stirred at ambient temperature for overnight. The solvent was removed to afford the title product. (m/z) 483.08 [M+H]+. The reactants are O=C([O-])[O-], O=C(CN(C(=O)CCl)C1Cc2ccccc2C1)OCc1ccccc1, CCOC(=O)CNCc1ccccc1, CCC(C)=O, [K+], [K+]. Yields the product CCOC(=O)CN(CC(=O)N(CC(=O)OCc1ccccc1)C1Cc2ccccc2C1)Cc1ccccc1. RXN SMILES: [C:40](=[O:41])([O-:42])[O-:43].[CH2:1]([c:2]1[cH:3][cH:4][cH:5][cH:6][cH:7]1)[O:8][C:9]([CH2:10][N:11]([CH:12]1[CH2:13][c:14]2[cH:15][cH:16][cH:17][cH:18][c:19]2[CH2:20]1)[C:21]([CH2:22][Cl:23])=[O:24])=[O:25].[CH2:26]([CH3:27])[O:28][C:29]([CH2:30][NH:31][CH2:32][c:33]1[cH:34][cH:35][cH:36][cH:37][cH:38]1)=[O:39].[CH2:46]([C:47]([CH3:48])=[O:49])[CH3:50].[K+:44].[K+:45]>>[CH2:1]([c:2]1[cH:3][cH:4][cH:5][cH:6][cH:7]1)[O:8][C:9]([CH2:10][N:11]([CH:12]1[CH2:13][c:14]2[cH:15][cH:16][cH:17][cH:18][c:19]2[CH2:20]1)[C:21]([CH2:22][N:31]([CH2:30][C:29]([O:28][CH2:26][CH3:27])=[O:39])[CH2:32][c:33]1[cH:34][cH:35][cH:36][cH:37][cH:38]1)=[O:24])=[O:25]. Product: FC1=C(NC2=C(C(=O)OC(C)(C)C)C=CC(=C2)C2=CC=CC=C2)C=CC=C1 (tert-butyl 2-(2-fluoroanilino)-4-phenylbenzoate). Reactants: FC1=C(C=CC=C1)I (1-fluoro-2-iodobenzene), C1(CCCCC1)P(C1=C(C=CC=C1)C1=C(C=C(C=C1C(C)C)C(C)C)C(C)C)C1CCCCC1 (2-dicyclohexylphosphino-2′,4′,6′-triisopropylbiphenyl), NC1=C(C(=O)OC(C)(C)C)C=CC(=C1)C1=CC=CC=C1 (tert-butyl 2-amino-4-phenylbenzoate), C([O-])([O-])=O.[Cs+].[Cs+] (cesium carbonate), Cl (hydrochloric acid). Isolated yield 57.6%. The solvent is C1(=CC=CC=C1)C (toluene), C(C)(=O)OCC (ethyl acetate). As a reaction SMILES: [F:1][C:2]1[CH:7]=[CH:6][CH:5]=[CH:4][C:3]=1I.C1(P(C2CCCCC2)C2C=CC=CC=2C2C(C(C)C)=CC(C(C)C)=CC=2C(C)C)CCCCC1.[NH2:43][C:44]1[CH:56]=[C:55]([C:57]2[CH:62]=[CH:61][CH:60]=[CH:59][CH:58]=2)[CH:54]=[CH:53][C:45]=1[C:46]([O:48][C:49]([CH3:52])([CH3:51])[CH3:50])=[O:47].C(=O)([O-])[O-].[Cs+].[Cs+].Cl>C1C=CC(/C=C/C(/C=C/C2C=CC=CC=2)=O)=CC=1.C1C=CC(/C=C/C(/C=C/C2C=CC=CC=2)=O)=CC=1.C1C=CC(/C=C/C(/C=C/C2C=CC=CC=2)=O)=CC=1.[Pd].[Pd].C([O-])(=O)C.[Pd+2].C([O-])(=O)C.C(OCC)(=O)C.C1(C)C=CC=CC=1>[F:1][C:2]1[CH:7]=[CH:6][CH:5]=[CH:4][C:3]=1[NH:43][C:44]1[CH:56]=[C:55]([C:57]2[CH:58]=[CH:59][CH:60]=[CH:61][CH:62]=2)[CH:54]=[CH:53][C:45]=1[C:46]([O:48][C:49]([CH3:52])([CH3:51])[CH3:50])=[O:47] |f:3.4.5,7.8.9.10.11,12.13.14|. Procedure details: To 1-fluoro-2-iodobenzene 0.11 g were added 2-dicyclohexylphosphino-2′,4′,6′-triisopropylbiphenyl 9.5 mg, tris(dibenzylideneacetone)dipalladium(0) 3.7 mg, palladium acetate 0.90 mg, tert-butyl 2-amino-4-phenylbenzoate 54 mg, cesium carbonate 0.13 g and toluene 1.0 mL at room temperature, and it was heated and refluxed for 9 hours and 30 minutes. After the reaction mixture was cooled to room temperature, ethyl acetate and 1.0 mol/L hydrochloric acid were added to it. The organic layer was separat... Reagents/catalysts: C=1C=CC(=CC1)/C=C/C(=O)/C=C/C2=CC=CC=C2.C=1C=CC(=CC1)/C=C/C(=O)/C=C/C2=CC=CC=C2.C=1C=CC(=CC1)/C=C/C(=O)/C=C/C2=CC=CC=C2.[Pd].[Pd] (tris(dibenzylideneacetone)dipalladium(0)), C(C)(=O)[O-].[Pd+2].C(C)(=O)[O-] (palladium acetate). Reactants: ClC1=CC=C(C=2SC3=CC=C(C=C3C(C12)=O)O)[N+](=O)[O-] (1-chloro-7-hydroxy-4-nitrothioxanthone), CN(CCN)C (N,N-dimethylethylenediamine). Product: CN(CCNC1=CC=C(C=2SC3=CC=C(C=C3C(C12)=O)O)[N+](=O)[O-])C (1-[[2-(Dimethylamino)ethyl]amino]-7-hydroxy-4-nitro-9H-thioxanthen-9-one). Reaction SMILES: Cl[C:2]1[C:15]2[C:14](=[O:16])[C:13]3[C:8](=[CH:9][CH:10]=[C:11]([OH:17])[CH:12]=3)[S:7][C:6]=2[C:5]([N+:18]([O-:20])=[O:19])=[CH:4][CH:3]=1.[CH3:21][N:22]([CH3:26])[CH2:23][CH2:24][NH2:25]>>[CH3:21][N:22]([CH3:26])[CH2:23][CH2:24][NH:25][C:2]1[C:15]2[C:14](=[O:16])[C:13]3[C:8](=[CH:9][CH:10]=[C:11]([OH:17])[CH:12]=3)[S:7][C:6]=2[C:5]([N+:18]([O-:20])=[O:19])=[CH:4][CH:3]=1. Procedure details: 1-[[2-(Dimethylamino)ethyl]amino]-7-hydroxy-4-nitro-9H-thioxanthen-9-one was prepared similarly from 10 g of 1-chloro-7-hydroxy-4-nitrothioxanthone and 5.7 g of N,N-dimethylethylenediamine to provide 7.2 g, mp>300°. Starting materials: CC(=O)OC(C)=O, O=CO, CCc1ccc(CCc2ccccc2N)nc1, Nc1ccccc1CCc1ccccn1. Product: CCc1ccc(CCc2ccccc2NC=O)nc1. RXN SMILES: [CH3:18][C:19](=[O:20])[O:21][C:22](=[O:23])[CH3:24].[CH:40]([OH:41])=[O:42].[NH2:1][c:2]1[c:3]([CH2:4][CH2:5][c:6]2[n:7][cH:8][c:9]([CH2:12][CH3:13])[cH:10][cH:11]2)[cH:14][cH:15][cH:16][cH:17]1.[NH2:25][c:26]1[cH:27][cH:28][cH:29][cH:30][c:31]1[CH2:32][CH2:33][c:34]1[cH:35][cH:36][cH:37][cH:38][n:39]1>>[NH:1]([c:2]1[c:3]([CH2:4][CH2:5][c:6]2[n:7][cH:8][c:9]([CH2:12][CH3:13])[cH:10][cH:11]2)[cH:14][cH:15][cH:16][cH:17]1)[CH:19]=[O:20]. Starting materials: COC1=NC=CC(=C1)C=O (2-methoxypyridine-4-carboxaldehyde), C(CC(=O)O)(=O)O (malonic acid), C(=O)OCC (ethyl formate), [H-].[Na+] (sodium hydride). The product is C(=O)C(C(=O)OCC)CC1=CC(=NC=C1)OC (ethyl 2-formyl-3-(2-methoxy-4-pyridyl)propionate). RXN SMILES: [CH3:1][O:2][C:3]1[CH:8]=[C:7]([CH:9]=O)[CH:6]=[CH:5][N:4]=1.[C:11]([OH:17])(=[O:16])[CH2:12][C:13]([OH:15])=O.C(O[CH2:21][CH3:22])=O.[H-].[Na+]>>[CH:13]([CH:12]([CH2:9][C:7]1[CH:6]=[CH:5][N:4]=[C:3]([O:2][CH3:1])[CH:8]=1)[C:11]([O:17][CH2:21][CH3:22])=[O:16])=[O:15] |f:3.4|. Procedure details: Condensation of 2-methoxypyridine-4-carboxaldehyde with malonic acid with subsequent esterification and hydrogenation at 344 kPa and formylation of the product with ethyl formate and sodium hydride gave ethyl 2-formyl-3-(2-methoxy-4-pyridyl)propionate as an oil. The reactants are [Cr](=O)(=O)(OCl)[O-].[NH+]1=CC=CC=C1 (Pyridinium chloro chromate), OC1CC(C1)S(=O)(=O)OCCCC (butyl 3-hydroxycyclobutane-1-sulfonate), C(C)(=O)OCC (ethyl acetate). The solvent is CCCCCC (hexane), C(Cl)Cl (DCM), C(Cl)Cl (DCM). Run at time 8 hour. Yields the product O=C1CC(C1)S(=O)(=O)OCCCC (butyl 3-oxocyclobutane-1-sulfonate). The yield is 56.5%. RXN SMILES: [Cr]([O-])(OCl)(=O)=O.[NH+]1C=CC=CC=1.[OH:13][CH:14]1[CH2:17][CH:16]([S:18]([O:21][CH2:22][CH2:23][CH2:24][CH3:25])(=[O:20])=[O:19])[CH2:15]1.C(OCC)(=O)C>C(Cl)Cl.CCCCCC>[O:13]=[C:14]1[CH2:17][CH:16]([S:18]([O:21][CH2:22][CH2:23][CH2:24][CH3:25])(=[O:20])=[O:19])[CH2:15]1 |f:0.1|. Reported procedure: Pyridinium chloro chromate (10.3 g, 48.07 mmol) was added to a cooled solution of butyl 3-hydroxycyclobutane-1-sulfonate (5 g, 24.03 mmol) in dry DCM (50 mL) at 0° C. The resulting reaction mixture was stirred at room temperature overnight. The reaction was monitored by TLC (40% ethyl acetate in hexane). The reaction mixture was diluted with DCM, filtered and the filtrate was concentrated to afford the crude product. Purification by column chromatography on silica gel (15% ethyl acetate in hexan...